This data is from the Open Reaction Database (ORD), a public repository of structured organic reaction records. The task is: describe an organic reaction: reactants, conditions, products, and yield Starting materials: ClC1=CC=C(C=C1)C1=C(C=2N(N=C1)C(NN2)=O)C2=CC=C(C=C2)Cl (7,8-bis(4-chlorophenyl)-[1,2,4]triazolo[4,3-b]pyridazin-3(2H)-one), O (water), C(=O)([O-])[O-].[K+].[K+] (K2CO3), ClC1=CC=C(CBr)C=C1 (4-chlorobenzyl bromide). The solvent is CN(C)C=O (DMF). Reaction conditions: temperature 60 celsius. The product is ClC1=CC=C(CN2N=C3N(N=CC(=C3C3=CC=C(C=C3)Cl)C3=CC=C(C=C3)Cl)C2=O)C=C1 (2-(4-Chlorobenzyl)-7,8-bis(4-chlorophenyl)-[1,2,4]triazolo[4,3-b]pyridazin-3(2H)-one). Isolated yield 60.4%. RXN SMILES: [Cl:1][C:2]1[CH:7]=[CH:6][C:5]([C:8]2[CH:13]=[N:12][N:11]3[C:14](=[O:17])[NH:15][N:16]=[C:10]3[C:9]=2[C:18]2[CH:23]=[CH:22][C:21]([Cl:24])=[CH:20][CH:19]=2)=[CH:4][CH:3]=1.C([O-])([O-])=O.[K+].[K+].[Cl:31][C:32]1[CH:39]=[CH:38][C:35]([CH2:36]Br)=[CH:34][CH:33]=1.O>CN(C=O)C>[Cl:31][C:32]1[CH:39]=[CH:38][C:35]([CH2:36][N:15]2[C:14](=[O:17])[N:11]3[N:12]=[CH:13][C:8]([C:5]4[CH:6]=[CH:7][C:2]([Cl:1])=[CH:3][CH:4]=4)=[C:9]([C:18]4[CH:23]=[CH:22][C:21]([Cl:24])=[CH:20][CH:19]=4)[C:10]3=[N:16]2)=[CH:34][CH:33]=1 |f:1.2.3|. Procedure details: To a solution of 7,8-bis(4-chlorophenyl)-[1,2,4]triazolo[4,3-b]pyridazin-3(2H)-one (0.4 g, 1.1 mmol), prepared as described in Example 1 in DMF (5 mL) was added K2CO3 (0.46 g, 3.3 mmol) and 4-chlorobenzyl bromide (0.28 g, 1.3 mmol). The reaction mixture was heated at 60° C. for 20 min. After this time, water (50 mL) was added to the reaction mixture and the resultant solid was collected by filtration. The final product (0.32 g, 60%) was obtained by purification using reverse phase preparative HP... Reactants: [H][H] (hydrogen), C1(=CC=CC=C1)COC(N[C@@H](CC(C)C)COCC(=O)N)=O ((S)-phenylmethyl-[1-[(2 amino-2-oxoethoxy)methyl]-3-methylbutyl]carbamate), C(=O)(OCC1=CC=CC=C1)N1[C@H](C(=O)O)CCC1 (carbobenzyloxyproline), ON1N=NC2=C1C=CC=C2 (1-hyroxybenzotriazole), C1(CCCCC1)N=C=NC1CCCCC1 (dicyclohexylcarbodiimide). Reagents/catalysts: [Pd] (palladium on carbon). Solvent: CO (methanol). Reaction conditions: temperature 0 celsius, time 14 hour. Product: NC(COCC(CC(C)C)NC(=O)C1N(CCC1)C(=O)OCC1=CC=CC=C1)=O (phenylmethyl 2[[[1-[(2-amino-2-oxoethoxy)methyl]-3-methylbutyl]amino]carbonyl]-1-pyrrolidinecarboxylate). Reaction SMILES: C1(COC(=O)[NH:10][C@H:11]([CH2:16][O:17][CH2:18][C:19]([NH2:21])=[O:20])[CH2:12][CH:13]([CH3:15])[CH3:14])C=CC=CC=1.[H][H].[C:25]([N:35]1[CH2:42][CH2:41][CH2:40][C@H:36]1[C:37]([OH:39])=O)([O:27][CH2:28][C:29]1[CH:34]=[CH:33][CH:32]=[CH:31][CH:30]=1)=[O:26].ON1C2C=CC=CC=2N=N1.C1(N=C=NC2CCCCC2)CCCCC1>[Pd].CO>[NH2:21][C:19](=[O:20])[CH2:18][O:17][CH2:16][CH:11]([NH:10][C:37]([CH:36]1[CH2:40][CH2:41][CH2:42][N:35]1[C:25]([O:27][CH2:28][C:29]1[CH:30]=[CH:31][CH:32]=[CH:33][CH:34]=1)=[O:26])=[O:39])[CH2:12][CH:13]([CH3:14])[CH3:15]. Procedure details: A stirred suspension of 1.58 g (0.0051 mol) of (S)-phenylmethyl-[1-[(2 amino-2-oxoethoxy)methyl]-3-methylbutyl]carbamate and 0.3 g of 20% palladium on carbon in a 100 ml of methanol is exposed to hydrogen gas for 15 minutes, the suspension is purged with nitrogen gas, filtered, and the solvent evaporated in vacuo at 30° C. The residue is dissolved in 100 ml of dichloromethane, the solution is cooled to 0° C. and 1.3 g (0.0051 mol) of carbobenzyloxyproline, 0.78 g (0.0051 mol) of 1-hyroxybenzotri... RXN SMILES: Br[C:2]1[CH:24]=[CH:23][C:5]2[NH:6][C:7]([CH:9]3[CH2:14][CH2:13][N:12]([C:15]4[N:20]=[CH:19][C:18]([CH2:21][CH3:22])=[CH:17][N:16]=4)[CH2:11][CH2:10]3)=[N:8][C:4]=2[CH:3]=1.[F:25][C:26]1[CH:31]=[C:30]([S:32]([CH3:35])(=[O:34])=[O:33])[CH:29]=[CH:28][C:27]=1B1OC(C)(C)C(C)(C)O1>>[CH2:21]([C:18]1[CH:17]=[N:16][C:15]([N:12]2[CH2:13][CH2:14][CH:9]([C:7]3[NH:6][C:5]4[CH:23]=[CH:24][C:2]([C:27]5[CH:28]=[CH:29][C:30]([S:32]([CH3:35])(=[O:34])=[O:33])=[CH:31][C:26]=5[F:25])=[CH:3][C:4]=4[N:8]=3)[CH2:10][CH2:11]2)=[N:20][CH:19]=1)[CH3:22]. Procedure details: Following the General Procedure-1, the titled compound (25 mg) was prepared from Intermediate 2 (80 mg, 0.199 mmol) and Intermediate 3 (79 mg, 0.26 mmol) as a yellow solid. M.P.: 186.5-190° C. 1H-NMR (δ ppm, DMSO-d6, 400 MHz): 12.41 (d, J 4, 1H), 8.26 (s, 2H), 7.90-7.80 (m, 3H), 7.79-7.50 (m, 2H), 7.40-7.32 (m, 1H), 4.66 (d, J 13.1, 2H), 3.29 (s, 3H), 3.21 (t, J 8.3, 1H), 3.09 (t, J 11.7, 2H), 2.43 (q, J 7.73, 2H), 2.06 (d, J 12.5, 2H), 1.82-1.71 (m, 2H), 1.13 (t, J 7.5, 3H). Product: C(C)C=1C=NC(=NC1)N1CCC(CC1)C1=NC2=C(N1)C=CC(=C2)C2=C(C=C(C=C2)S(=O)(=O)C)F (2-[1-(5-Ethylpyrimidin-2-yl)piperidin-4-yl]-5-[2-fluoro-4-(methylsulfonyl)phenyl]-1H-benzo[d]imidazole). The yield is 26.2%. Reactants: BrC1=CC2=C(NC(=N2)C2CCN(CC2)C2=NC=C(C=N2)CC)C=C1 (5-Bromo-2-(1-(5-ethylpyrimidin-2-yl)piperidin-4-yl)-1H-benzo[d]imidazole), FC1=C(C=CC(=C1)S(=O)(=O)C)B1OC(C(O1)(C)C)(C)C (2-[2-Fluoro-4-(methylsulfonyl)phenyl]-4,4,5,5-tetramethyl-1,3,2-dioxaborolane). The reactants are CCS(=O)c1cc2c(cc1OC)CCn1c-2cc2c1C(=O)N(C(C)(C)C)CCCC2, O=C1CCC(=O)N1Br, CN(C)C=O, O. Yields the product CCS(=O)c1cc2c(cc1OC)CCn1c3c(c(Br)c1-2)CCCCN(C(C)(C)C)C3=O. RXN SMILES: [C:1]([CH3:2])([CH3:3])([CH3:4])[N:5]1[C:6](=[O:30])[c:7]2[c:8]([cH:9][c:10]3[n:11]2[CH2:12][CH2:13][c:14]2[cH:15][c:16]([O:24][CH3:25])[c:17]([S:20](=[O:21])[CH2:22][CH3:23])[cH:18][c:19]2-3)[CH2:26][CH2:27][CH2:28][CH2:29]1.[O:31]=[C:32]1[N:33]([Br:38])[C:34](=[O:35])[CH2:36][CH2:37]1.[O:39]=[CH:40][N:41]([CH3:42])[CH3:43].[OH2:44]>>[C:1]([CH3:2])([CH3:3])([CH3:4])[N:5]1[C:6](=[O:30])[c:7]2[c:8]([c:9]([Br:38])[c:10]3[n:11]2[CH2:12][CH2:13][c:14]2[cH:15][c:16]([O:24][CH3:25])[c:17]([S:20](=[O:21])[CH2:22][CH3:23])[cH:18][c:19]2-3)[CH2:26][CH2:27][CH2:28][CH2:29]1. Starting materials: O (water), FC(C1=CC=CC(=N1)N(N)C)(F)F (1-[6-trifluoromethylpyrid-2-yl]-1-methyl hydrazine), CC(C(C)=O)C (3-methyl-2-butanone), C1(=CC=C(C=C1)S(=O)(=O)O)C (p-toluenesulphonic acid). The solvent is C1(=CC=CC=C1)C (toluene). The product is FC(C1=CC=CC(=N1)N(N=C(C)C(C)C)C)(F)F (3-methyl-2-butanone 1-[6-trifluoromethylpyrid-2-yl]-1-methyl hydrazone). RXN SMILES: [F:1][C:2]([F:13])([F:12])[C:3]1[N:8]=[C:7]([N:9]([CH3:11])[NH2:10])[CH:6]=[CH:5][CH:4]=1.[CH3:14][CH:15]([CH3:19])[C:16](=O)[CH3:17].C1(C)C=CC(S(O)(=O)=O)=CC=1.O>C1(C)C=CC=CC=1>[F:13][C:2]([F:1])([F:12])[C:3]1[N:8]=[C:7]([N:9]([CH3:11])[N:10]=[C:16]([CH:15]([CH3:19])[CH3:14])[CH3:17])[CH:6]=[CH:5][CH:4]=1. Procedure: A solution of 1-[6-trifluoromethylpyrid-2-yl]-1-methyl hydrazine (12.12 g; 0.069 mol), 3-methyl-2-butanone (5.96 g; 0.069 mol) and p-toluenesulphonic acid (0.13 g) in toluene (70 ml) was heated under reflux, with water removal (azeotrope), for 24 h. The solution was concentrated to yield an oil which was purified by flash-chromatography over silica (eluent: 20% diethyl ether in hexane) to yield 3-methyl-2-butanone 1-[6-trifluoromethylpyrid-2-yl]-1-methyl hydrazone as an orange oil (11.6 g; 71%).... Starting materials: C1CCCCC1.C(C)(=O)OCC (cyclohexane ethyl acetate), BrCC(=O)OC (Methyl bromoacetate), COC=1C=C2C(=CNC2=CC1O)C1=CC=2C(=NC=CC2)N1S(=O)(=O)C1=CC=C(C=C1)C (5-methoxy-3-[1-(toluene-4-sulfonyl)-1H-pyrrolo[2,3-b]pyridin-2-yl]-1H-indol-6-ol), C([O-])([O-])=O.[K+].[K+] (potassium carbonate). Isolated yield 97.0%. Conditions: time 5 minute. Reaction SMILES: [CH3:1][O:2][C:3]1[CH:4]=[C:5]2[C:9](=[CH:10][C:11]=1[OH:12])[NH:8][CH:7]=[C:6]2[C:13]1[N:21]([S:22]([C:25]2[CH:30]=[CH:29][C:28]([CH3:31])=[CH:27][CH:26]=2)(=[O:24])=[O:23])[C:16]2=[N:17][CH:18]=[CH:19][CH:20]=[C:15]2[CH:14]=1.C(=O)([O-])[O-].[K+].[K+].Br[CH2:39][C:40]([O:42][CH3:43])=[O:41].C1CCCCC1.[C:50]([O:53]CC)(=[O:52])[CH3:51]>CN(C)C=O.O>[CH3:1][O:2][C:3]1[CH:4]=[C:5]2[C:9](=[CH:10][C:11]=1[O:12][CH2:51][C:50]([OH:53])=[O:52])[N:8]([CH2:39][C:40]([O:42][CH3:43])=[O:41])[CH:7]=[C:6]2[C:13]1[N:21]([S:22]([C:25]2[CH:30]=[CH:29][C:28]([CH3:31])=[CH:27][CH:26]=2)(=[O:24])=[O:23])[C:16]2=[N:17][CH:18]=[CH:19][CH:20]=[C:15]2[CH:14]=1 |f:1.2.3,5.6|. Run in O (water), CN(C=O)C (dimethylformamide). Procedure details: A solution of 5-methoxy-3-[1-(toluene-4-sulfonyl)-1H-pyrrolo[2,3-b]pyridin-2-yl]-1H-indol-6-ol (0.043 g; 100 μmol), in solution in dimethylformamide (10 ml), is placed in a 1.3×10 cm hemolysis tube, then potassium carbonate (0.027 g; 200 μmol) is added and the mixture is agitated at ambient temperature for 5 minutes. Methyl bromoacetate (0.028 ml; 300 μmol) is added and the mixture is then heated at 50° C. for 4 hours, the TLC control (eluent: 50/50 v/v cyclohexane/ethyl acetate) showing that th... The product is methyl ester, COC=1C=C2C(=CN(C2=CC1OCC(=O)O)CC(=O)OC)C1=CC=2C(=NC=CC2)N1S(=O)(=O)C1=CC=C(C=C1)C ({5-methoxy-1-methoxycarbonylmethyl-3-[1-(toluene-4-sulfonyl)-1H-pyrrolo[2,3-b]pyridin-2-yl]-1H-indol-6-yloxy}acetic acid). The reactants are OC1=C(C=NC2=C3N=CC=C(C3=CC=C12)C1=CC=CC=C1)C(=O)OCC (Ethyl 4-hydroxy-7-phenyl-1,10-phenanthroline-3-carboxylate), [OH-].[Na+] (NaOH), Cl (HCl). The product is OC1=C(C=NC2=C3N=CC=C(C3=CC=C12)C1=CC=CC=C1)C(=O)O (4-Hydroxy-7-phenyl-1,10-phenanthroline-3-carboxylic acid). RXN SMILES: [OH:1][C:2]1[C:15]2[C:6](=[C:7]3[C:12](=[CH:13][CH:14]=2)[C:11]([C:16]2[CH:21]=[CH:20][CH:19]=[CH:18][CH:17]=2)=[CH:10][CH:9]=[N:8]3)[N:5]=[CH:4][C:3]=1[C:22]([O:24]CC)=[O:23].[OH-].[Na+].Cl>>[OH:1][C:2]1[C:15]2[C:6](=[C:7]3[C:12](=[CH:13][CH:14]=2)[C:11]([C:16]2[CH:21]=[CH:20][CH:19]=[CH:18][CH:17]=2)=[CH:10][CH:9]=[N:8]3)[N:5]=[CH:4][C:3]=1[C:22]([OH:24])=[O:23] |f:1.2|. Reported procedure: Ethyl 4-hydroxy-7-phenyl-1,10-phenanthroline-3-carboxylate (5.37 g) is boiled with 10% aqueous NaOH (32 mL) for 2 hours, acidified with 10% HCl to yield a precipitate that is collected, washed with water and dried to give the desired product. The reactants are ClC=1C=CC2=C(C(CCC(N2)=O)C2=C(C=CC=C2)F)C1 (7-chloro-5-(2-fluorophenyl)-1,3,4,5-tetrahydro-2H-1-benzazepin-2-one), BrBr (bromine). The solvent is C(Cl)(Cl)(Cl)Cl (carbon tetrachloride). Run at time 2 hour. Yields the product ClC=1C=CC2=C(C(=CCC(N2)=O)C2=C(C=CC=C2)F)C1 (7-chloro-5-(2-fluorophenyl)-1,3-dihydro-2H-1-benzazepin-2-one). As a reaction SMILES: [Cl:1][C:2]1[CH:3]=[CH:4][C:5]2[NH:11][C:10](=[O:12])[CH2:9][CH2:8][CH:7]([C:13]3[CH:18]=[CH:17][CH:16]=[CH:15][C:14]=3[F:19])[C:6]=2[CH:20]=1.BrBr>C(Cl)(Cl)(Cl)Cl>[Cl:1][C:2]1[CH:3]=[CH:4][C:5]2[NH:11][C:10](=[O:12])[CH2:9][CH:8]=[C:7]([C:13]3[CH:18]=[CH:17][CH:16]=[CH:15][C:14]=3[F:19])[C:6]=2[CH:20]=1. Procedure: A suspension of 10.25 g of 7-chloro-5-(2-fluorophenyl)-1,3,4,5-tetrahydro-2H-1-benzazepin-2-one in 880 ml of carbon tetrachloride is treated with 4.5 ml of bromine and heated to boiling while stirring for 2 hours while irradiating with a 500 W incandescent lamp. The solution is evaporated in vacuo. The residue is dissolved in 880 ml of 2 propanol and hydrogenated at room temperature and normal pressure in the presence of 1.3 g of palladium-on-carbon (5%). The catalyst is filtered off and the fil... Reactants: C(C)N(C(=O)C1=C(C=CC(=C1)C=1C=NN(C1)CCCO)NC1=NC(=NC=C1C(F)(F)F)NC1=C(C=C(CP(OCC)(O)=O)C=C1)OC)CC (Ethyl hydrogen (4-{[4-({2-(diethylcarbamoyl)-4-[1-(3-hydroxypropyl)-1H-pyrazol-4-yl]phenyl}amino)-5-(trifluoromethyl)pyrimidin-2-yl]amino}-3-methoxybenzyl)phosphonate), ClC1=C(C=NN1CCCO)C1=CC=C(C(=N1)C(NC)=O)NC1=NC(=NC=C1C(F)(F)F)NC1=C(C=C(CP(OCC)(OCC)=O)C=C1)OC (diethyl (4-{[4-({6-[5-chloro-1-(3-hydroxypropyl)-1H-pyrazol-4-yl]-2-(methylcarbamoyl)pyridin-3-yl}amino)-5-(trifluoromethyl)pyrimidin-2-yl]amino}-3-methoxybenzyl)phosphonate), ClC1=C(C=NN1CCCO)C1=CC=C(C(=N1)C(NC)=O)NC1=NC(=NC=C1C(F)(F)F)NC1=C(C=C(CP(OCC)(OCC)=O)C=C1)OC (diethyl (4-{[4-({6-[5-chloro-1-(3-hydroxypropyl)-1H-pyrazol-4-yl]-2-(methylcarbamoyl)pyridin-3-yl}amino)-5-(trifluoromethyl)pyrimidin-2-yl]amino}-3-methoxybenzyl)phosphonate). RXN SMILES: C(N(CC)C(C1C=C(C2C=NN(CCCO)C=2)C=CC=1NC1C(C(F)(F)F)=CN=C(NC2C=CC(CP(=O)(O)OCC)=CC=2OC)N=1)=O)C.[Cl:50][C:51]1[N:55]([CH2:56][CH2:57][CH2:58][OH:59])[N:54]=[CH:53][C:52]=1[C:60]1[N:65]=[C:64]([C:66](=[O:69])[NH:67][CH3:68])[C:63]([NH:70][C:71]2[C:76]([C:77]([F:80])([F:79])[F:78])=[CH:75][N:74]=[C:73]([NH:81][C:82]3[CH:96]=[CH:95][C:85]([CH2:86][P:87](=[O:94])([O:91]CC)[O:88][CH2:89][CH3:90])=[CH:84][C:83]=3[O:97][CH3:98])[N:72]=2)=[CH:62][CH:61]=1>>[Cl:50][C:51]1[N:55]([CH2:56][CH2:57][CH2:58][OH:59])[N:54]=[CH:53][C:52]=1[C:60]1[N:65]=[C:64]([C:66](=[O:69])[NH:67][CH3:68])[C:63]([NH:70][C:71]2[C:76]([C:77]([F:78])([F:79])[F:80])=[CH:75][N:74]=[C:73]([NH:81][C:82]3[CH:96]=[CH:95][C:85]([CH2:86][P:87](=[O:91])([OH:94])[O:88][CH2:89][CH3:90])=[CH:84][C:83]=3[O:97][CH3:98])[N:72]=2)=[CH:62][CH:61]=1. Isolated yield 83.1%. Procedure: Prepared analogously to Compound 3A using diethyl (4-{[4-({6-[5-chloro-1-(3-hydroxypropyl)-1H-pyrazol-4-yl]-2-(methylcarbamoyl)pyridin-3-yl}amino)-5-(trifluoromethyl)pyrimidin-2-yl]amino}-3-methoxybenzyl)phosphonate (Compound 51B, 161 mg, 0.222 mmol) to afford 129 mg of the title compound (83%). 1H NMR (400 MHz, CD3OD) δ 9.05 (br. s., 1H), 8.29-8.35 (m, 2H), 7.81 (d, J=8.8 Hz, 1H), 7.69 (d, J=7.3 Hz, 1H), 7.12 (s, 1H), 6.90 (d, J=8.1 Hz, 1H), 4.35 (t, J=7.1 Hz, 2H), 3.79-3.92 (m, 5H), 3.59-3.65 ... The product is ClC1=C(C=NN1CCCO)C1=CC=C(C(=N1)C(NC)=O)NC1=NC(=NC=C1C(F)(F)F)NC1=C(C=C(CP(OCC)(O)=O)C=C1)OC (Ethyl hydrogen (4-{[4-({6-[5-chloro-1-(3-hydroxypropyl)-1H-pyrazol-4-yl]-2-(methylcarbamoyl)pyridin-3-yl}amino)-5-(trifluoromethyl)pyrimidin-2-yl]amino}-3-methoxybenzyl)phosphonate).